This data is from the Open Reaction Database (ORD), a public repository of structured organic reaction records. The task is: describe an organic reaction: reactants, conditions, products, and yield Starting materials: O=C(C(CC(=O)O)C)C1=CC2=C(NC(CO2)=O)C=C1 (4-Oxo-4-(3,4-dihydro-3-oxo-2H-1,4-benzoxazin-7-yl)-3-methylbutyric acid), C(C)(=O)Cl (acetyl chloride). Run in CO (methanol). The product is O=C(C(CC(=O)OC)C)C1=CC2=C(NC(CO2)=O)C=C1 (Methyl 4-oxo-4-(3,4-dihydro-3-oxo-2H-1,4-benzoxazin-7-yl)-3-methylbutyrate). RXN SMILES: [O:1]=[C:2]([C:9]1[CH:19]=[CH:18][C:12]2[NH:13][C:14](=[O:17])[CH2:15][O:16][C:11]=2[CH:10]=1)[CH:3]([CH3:8])[CH2:4][C:5]([OH:7])=[O:6].[C:20](Cl)(=O)C>CO>[O:1]=[C:2]([C:9]1[CH:19]=[CH:18][C:12]2[NH:13][C:14](=[O:17])[CH2:15][O:16][C:11]=2[CH:10]=1)[CH:3]([CH3:8])[CH2:4][C:5]([O:7][CH3:20])=[O:6]. Reported procedure: 4-Oxo-4-(3,4-dihydro-3-oxo-2H-1,4-benzoxazin-7-yl)-3-methylbutyric acid (5 g) was suspended in methanol (50 ml) and acetyl chloride (0.5 ml) added. The mixture was heated on a steam bath until all of the solid dissolved. The solvent was evaporated at reduced pressure providing the ester as a white foam which was recrystallized from ethyl acetate-methanol to give the product as white crystals, yield 5 g, mp 95°-98° C. Reactants: resultant suspension, CS (methane thiol), resultant mixture, BrC1=C(C(=O)OCC)C=CC(=C1OCCOC)Br (Ethyl 2,4-dibromo-3-(2-methoxyethoxy)benzoate), C([O-])([O-])=O.[K+].[K+] (potassium carbonate). Solvent: CN(C)C=O (DMF), CCOCC (ether), CN(C)C=O (DMF). Product: BrC1=C(C(=C(C(=O)OCC)C=C1)SC)OCCOC (ethyl 4-bromo-3-(2-methoxyethoxy)-2-methylsulphenylbenzoate). Reaction SMILES: Br[C:2]1[C:12]([O:13][CH2:14][CH2:15][O:16][CH3:17])=[C:11]([Br:18])[CH:10]=[CH:9][C:3]=1[C:4]([O:6][CH2:7][CH3:8])=[O:5].C(=O)([O-])[O-].[K+].[K+].[CH3:25][SH:26]>CN(C=O)C.CCOCC>[Br:18][C:11]1[CH:10]=[CH:9][C:3]([C:4]([O:6][CH2:7][CH3:8])=[O:5])=[C:2]([S:26][CH3:25])[C:12]=1[O:13][CH2:14][CH2:15][O:16][CH3:17] |f:1.2.3|. Procedure: Ethyl 2,4-dibromo-3-(2-methoxyethoxy)benzoate(32.2 g) was stirred in DMF (80 ml) with potassium carbonate (36 g). To the resultant suspension was added a solution of methane thiol (13 ml) in DMF (20 ml). The resultant mixture was stirred overnight at room temperature. It was then diluted with ether, and the mixture washed with water, dried (anhydrous magnesium sulphate) and filtered. The filtrate was evaporated to dryness. The residue was purified by column chromatography on silica eluting with ...